Dataset: the Open Reaction Database (ORD), a public repository of structured organic reaction records. Task: describe an organic reaction: reactants, conditions, products, and yield The reactants are c1ccc(CN2CCC(Oc3cccc4c3CCC4)C2)cc1, O=C(Cl)Cl, c1ccccc1. The product is O=C(Cl)N1CCC(Oc2cccc3c2CCC3)C1. Reaction SMILES: [CH2:5]([c:6]1[cH:7][cH:8][cH:9][cH:10][cH:11]1)[N:12]1[CH2:13][CH:14]([O:17][c:18]2[c:19]3[c:23]([cH:24][cH:25][cH:26]2)[CH2:22][CH2:21][CH2:20]3)[CH2:15][CH2:16]1.[Cl:1][C:2]([Cl:3])=[O:4].[cH:27]1[cH:28][cH:29][cH:30][cH:31][cH:32]1>>[Cl:1][C:2](=[O:4])[N:12]1[CH2:13][CH:14]([O:17][c:18]2[c:19]3[c:23]([cH:24][cH:25][cH:26]2)[CH2:22][CH2:21][CH2:20]3)[CH2:15][CH2:16]1. The reactants are solution, [OH-].[K+] (potassium hydroxide), C(CCC)C=1N(C(=C(N1)SC)C(=O)OCC)CC1=CC=C(C=C1)C1=C(C=CC=C1)S(=O)(=O)NC(=O)NCCC (ethyl 2-butyl-4-(methylthio)-1-[[2'-[[[(propylamino)-carbonyl]-amino]-sulfonyl]-(1,1'-biphenyl)-4-yl]-methyl]-1H-imidazole-5-carboxylate). Solvent: C(C)O (ethanol). The product is [K+].[K+].C(CCC)C=1N(C(=C(N1)SC)C(=O)[O-])CC1=CC=C(C=C1)C1=C(C=CC=C1)S(=O)(=O)NC(=O)NCCC.C(CCC)C=1N(C(=C(N1)SC)C(=O)[O-])CC1=CC=C(C=C1)C1=C(C=CC=C1)S(=O)(=O)NC(=O)NCCC (2-butyl-4-(methylthio)-1-[[2'-[[[(propylamino)-carbonyl]-amino]-sulfonyl]-(1,1'-biphenyl)-4-yl]-methyl]-1H-imidazole-5-carboxylic-acid di-potassium salt). Reaction SMILES: [OH-].[K+:2].[CH2:3]([C:7]1[N:8]([CH2:19][C:20]2[CH:25]=[CH:24][C:23]([C:26]3[CH:31]=[CH:30][CH:29]=[CH:28][C:27]=3[S:32]([NH:35][C:36]([NH:38][CH2:39][CH2:40][CH3:41])=[O:37])(=[O:34])=[O:33])=[CH:22][CH:21]=2)[C:9]([C:14]([O:16]CC)=[O:15])=[C:10]([S:12][CH3:13])[N:11]=1)[CH2:4][CH2:5][CH3:6]>C(O)C>[K+:2].[K+:2].[CH2:3]([C:7]1[N:8]([CH2:19][C:20]2[CH:21]=[CH:22][C:23]([C:26]3[CH:31]=[CH:30][CH:29]=[CH:28][C:27]=3[S:32]([NH:35][C:36]([NH:38][CH2:39][CH2:40][CH3:41])=[O:37])(=[O:34])=[O:33])=[CH:24][CH:25]=2)[C:9]([C:14]([O-:16])=[O:15])=[C:10]([S:12][CH3:13])[N:11]=1)[CH2:4][CH2:5][CH3:6].[CH2:3]([C:7]1[N:8]([CH2:19][C:20]2[CH:21]=[CH:22][C:23]([C:26]3[CH:31]=[CH:30][CH:29]=[CH:28][C:27]=3[S:32]([NH:35][C:36]([NH:38][CH2:39][CH2:40][CH3:41])=[O:37])(=[O:34])=[O:33])=[CH:24][CH:25]=2)[C:9]([C:14]([O-:16])=[O:15])=[C:10]([S:12][CH3:13])[N:11]=1)[CH2:4][CH2:5][CH3:6] |f:0.1,4.5.6.7|. Procedure: 2.3 ml of a 6N solution of potassium hydroxide were added at 0° C. to a solution of 2 g of the product of Stage H in 40 ml of ethanol and the reaction medium was allowed to return to ambient temperature. After. 72 hours, the precipitate was separated and washed with 4 ml of ethanol, then with 4 ml of ethyl acetate to obtain after drying, 2.04 g of the desired product melting at >260° C.